This data is from the Open Reaction Database (ORD), a public repository of structured organic reaction records. The task is: describe an organic reaction: reactants, conditions, products, and yield The reactants are O (H2O), N1C=C(C2=CC=CC=C12)[C@@H](CC=O)C ((R)-3-(1H-Indol-3-yl)-butanal), CC=1C=CC(=CC1)S(=O)(=O)O (p-TSA), C(OC)(OC)OC (trimethyl orthoformate). Run in CO (methanol). Product: COC(CC(C)C1=CNC2=CC=CC=C12)OC (3-(3,3-dimethoxy-1-methyl-propyl)-1H-indole). The yield is 92.9%. RXN SMILES: [NH:1]1[C:9]2[C:4](=[CH:5][CH:6]=[CH:7][CH:8]=2)[C:3]([C@H:10]([CH3:14])[CH2:11]C=O)=[CH:2]1.[CH:15](OC)([O:18][CH3:19])[O:16][CH3:17].CC1C=CC(S(O)(=O)=O)=CC=1.O>CO>[CH3:17][O:16][CH:15]([O:18][CH3:19])[CH2:14][CH:10]([C:3]1[C:4]2[C:9](=[CH:8][CH:7]=[CH:6][CH:5]=2)[NH:1][CH:2]=1)[CH3:11]. Procedure details: (R)-3-(1H-Indol-3-yl)-butanal (236 mg, 1.26 mmol) was dissolved in methanol (15 mL) and treated with trimethyl orthoformate (275 μl, 2.50 mmol) and a catalytic amount of p-TSA. The reaction was stirred at room temperature for 3 hours, at which time H2O (10 mL) was added and the reaction was extracted with ether (3×20 mL). The collected organics were rinsed with brine, dried over Na2SO4, and concentrated in vacuo to provide 3-(3,3-dimethoxy-1-methyl-propyl)-1H-indole (228 mg, 1.17 mmol). 3-(3,3-d... Starting materials: O=C([O-])[O-], CCC(C)=O, ClCc1ccccc1, [K+], [K+], COC(=O)c1ccc(I)c(O)c1. Yields the product COC(=O)c1ccc(I)c(Cc2ccccc2)c1. RXN SMILES: [C:21](=[O:22])([O-:23])[O-:24].[CH2:27]([C:28]([CH3:29])=[O:30])[CH3:31].[Cl:1][CH2:2][c:3]1[cH:4][cH:5][cH:6][cH:7][cH:8]1.[K+:25].[K+:26].[OH:9][c:10]1[cH:11][c:12]([C:13](=[O:14])[O:15][CH3:16])[cH:17][cH:18][c:19]1[I:20]>>[CH2:2]([c:3]1[cH:4][cH:5][cH:6][cH:7][cH:8]1)[c:10]1[cH:11][c:12]([C:13](=[O:14])[O:15][CH3:16])[cH:17][cH:18][c:19]1[I:20]. Procedure details: 12 parts of para-[β-(2,3-dihydro-3-hydroxy-3-phenyl-(1H)-isoindol-1-on-2-yl)ethyl]benzenesulphonamide are refluxed for 7 hours with 120 parts of 98% formic acid. After concentration in vacuo, the residue is recrystallized in 110 parts of ethyl acetate to give 8 parts of the desired product, m.p.: 218° C. Product: C1(=CC=CC=C1)C1N(C(C2=CC=CC=C12)=O)CCC1=CC=C(C=C1)S(=O)(=O)N (para-[β-(2,3-dihydro-3-phenyl-(1H)-isoindol-1-on-2-yl)-ethyl]benzenesulphonamide). Run in C(=O)O (formic acid). Reaction SMILES: O[C:2]1([C:24]2[CH:29]=[CH:28][CH:27]=[CH:26][CH:25]=2)[C:10]2[C:5](=[CH:6][CH:7]=[CH:8][CH:9]=2)[C:4](=[O:11])[N:3]1[CH2:12][CH2:13][C:14]1[CH:19]=[CH:18][C:17]([S:20]([NH2:23])(=[O:22])=[O:21])=[CH:16][CH:15]=1>C(O)=O>[C:24]1([CH:2]2[C:10]3[C:5](=[CH:6][CH:7]=[CH:8][CH:9]=3)[C:4](=[O:11])[N:3]2[CH2:12][CH2:13][C:14]2[CH:15]=[CH:16][C:17]([S:20]([NH2:23])(=[O:22])=[O:21])=[CH:18][CH:19]=2)[CH:25]=[CH:26][CH:27]=[CH:28][CH:29]=1. Reactants: OC1(N(C(C2=CC=CC=C12)=O)CCC1=CC=C(C=C1)S(=O)(=O)N)C1=CC=CC=C1 (para-[β-(2,3-dihydro-3-hydroxy-3-phenyl-(1H)-isoindol-1-on-2-yl)ethyl]benzenesulphonamide). Reactants: C(C=1C(N)=CC=CC1)(=O)O (anthranilic acid), ClCCCBr (1-chloro-3-bromopropane), C[C@@H]1CNCCC1 ((3S)-3-methylpiperidine), CN (methylamine), OC1=CC(=C(C=O)C=C1)OC (4-hydroxy-2-methoxybenzaldehyde), C([C@H](O)C1=CC=CC=C1)(=O)[O-] ((R)-mandelate). Reported procedure: The entitled compound was obtained according to the method of Example 1 but starting from anthranilic acid, methylamine, 4-hydroxy-2-methoxybenzaldehyde, 1-chloro-3-bromopropane and (3S)-3-methylpiperidine.(R)-mandelate. Reaction SMILES: [C:1]([OH:10])(=O)[C:2]1[C:3](=[CH:5][CH:6]=[CH:7][CH:8]=1)[NH2:4].[CH3:11][NH2:12].[OH:13][C:14]1[CH:21]=[CH:20][C:17]([CH:18]=O)=[C:16]([O:22][CH3:23])[CH:15]=1.Cl[CH2:25][CH2:26][CH2:27]Br.[CH3:29][C@H:30]1[CH2:35][CH2:34][CH2:33][NH:32][CH2:31]1.C([O-])(=O)[C@@H](C1C=CC=CC=1)O>>[CH3:23][O:22][C:16]1[CH:15]=[C:14]([O:13][CH2:25][CH2:26][CH2:27][N:32]2[CH2:33][CH2:34][CH2:35][C@H:30]([CH3:29])[CH2:31]2)[CH:21]=[CH:20][C:17]=1[C:18]1[N:12]([CH3:11])[C:1](=[O:10])[C:2]2[C:3](=[CH:5][CH:6]=[CH:7][CH:8]=2)[N:4]=1. Yields the product COC1=C(C=CC(=C1)OCCCN1C[C@H](CCC1)C)C1=NC2=CC=CC=C2C(N1C)=O (2-(2-Methoxy-4-{3-[(3S)-3-methylpiperidin-1-yl]propoxy}phenyl)-3-methylquinazolin-4(3H)-one).